Dataset: the Open Reaction Database (ORD), a public repository of structured organic reaction records. Task: describe an organic reaction: reactants, conditions, products, and yield Starting materials: ClC1=CC(=C2C(C=C(NC2=C1)C(=O)OCC)=O)CC (ethyl 7-chloro-5-ethyl-4-oxo-1,4-dihydroquinoline-2-carboxylate), Cl (HCl). Run in CN(C)C=O (DMF). Yields the product ClC1=CC(=C2C(C=C(NC2=C1)C(=O)O)=O)CC (7-chloro-5-ethyl-4-oxo-1,4-dihydroquinoline-2-carboxylic acid). The yield is 98.7%. As a reaction SMILES: [Cl:1][C:2]1[CH:11]=[C:10]2[C:5]([C:6](=[O:17])[CH:7]=[C:8]([C:12]([O:14]CC)=[O:13])[NH:9]2)=[C:4]([CH2:18][CH3:19])[CH:3]=1.Cl>CN(C=O)C>[Cl:1][C:2]1[CH:11]=[C:10]2[C:5]([C:6](=[O:17])[CH:7]=[C:8]([C:12]([OH:14])=[O:13])[NH:9]2)=[C:4]([CH2:18][CH3:19])[CH:3]=1. Procedure: Treatment of ethyl 7-chloro-5-ethyl-4-oxo-1,4-dihydroquinoline-2-carboxylate (250 mg) with 2M is NAOH (1.5 ml) in DMF at room temperature for 76 h, followed by acidification with HCl, gave 7-chloro-5-ethyl-4-oxo-1,4-dihydroquinoline-2-carboxylic acid (222 mg), mp 282°-283° C. δ (360 MHz, DMSO-d6) 1.15 (3H, t, CH3), 3.26 (2H, q, CH2), 6.55 (1H, s, 3-H), 7.10 (1H, d, 6-H), 7.88 (1H, d, 8-H) and 11.78 (1H, bs, NH). Reactants: BrC1=C(C=CC(=C1)SC)O (2-bromo-4-methylsulfanylphenol), C=O (paraformaldehyde), resultant mixture, [Cl-].[Mg+2].[Cl-] (magnesium chloride), TEA, CCOCC (ether). Yield: 61.0%. Yields the product BrC=1C(=C(C=O)C=C(C1)SC)O (3-bromo-2-hydroxyl-5-methylsulfanylbenzaldehyde). RXN SMILES: C=O.[Cl-].[Mg+2].[Cl-].[Br:6][C:7]1[CH:12]=[C:11]([S:13][CH3:14])[CH:10]=[CH:9][C:8]=1[OH:15].C[CH2:17][O:18]CC>C1COCC1>[Br:6][C:7]1[C:8]([OH:15])=[C:9]([CH:10]=[C:11]([S:13][CH3:14])[CH:12]=1)[CH:17]=[O:18] |f:1.2.3|. Reaction conditions: time 30 minute. The solvent is C1CCOC1 (THF), C1CCOC1 (THF). Procedure: Anhydrous paraformaldehyde (2.14 g) and anhydrous magnesium chloride (−10 mesh, 99.9%, 4.53 g) were suspended in anhydrous THF (120 mL) under nitrogen atmosphere. Freshly distilled TEA (6.7 mL) was added to the above suspended solution and stirred for 30 minutes. To the above mixture, a solution of 2-bromo-4-methylthiophenol (XXI, 5.22 g) in anhydrous THF (40 mL) was added. The resultant mixture was heated at gentle reflux and stirred for 6 h. After the mixture was cooled down to ambient tempera... Yields the product COc1cc2c(cc1-c1ccccc1F)NC(=O)CC(c1cccc(C#N)c1)=N2. Reactants: COc1cc(NC(=O)OC(C)(C)C)c(NC(=O)CC(=O)c2cccc(C#N)c2)cc1-c1ccccc1F, ClCCl, O=C(O)C(F)(F)F. Reaction SMILES: [C:1]([O:2][C:3](=[O:4])[NH:7][c:8]1[cH:9][c:10]([O:35][CH3:36])[c:11](-[c:28]2[c:29]([F:34])[cH:30][cH:31][cH:32][cH:33]2)[cH:12][c:13]1[NH:14][C:15]([CH2:16][C:17](=[O:5])[c:19]1[cH:20][c:21]([C:25]#[N:26])[cH:22][cH:23][cH:24]1)=[O:27])([CH3:6])([CH3:18])[CH3:37].[Cl:45][CH2:46][Cl:47].[F:38][C:39]([F:40])([F:41])[C:42]([OH:43])=[O:44]>>[N:7]1=[C:17]([c:19]2[cH:20][c:21]([C:25]#[N:26])[cH:22][cH:23][cH:24]2)[CH2:16][C:15](=[O:27])[NH:14][c:13]2[c:8]1[cH:9][c:10]([O:35][CH3:36])[c:11](-[c:28]1[c:29]([F:34])[cH:30][cH:31][cH:32][cH:33]1)[cH:12]2. RXN SMILES: [CH2:1]([CH2:2][CH2:3][CH3:4])[NH:5][CH2:6][CH2:7][CH2:8][CH3:9].[Cl:10][CH2:11][CH2:12][CH2:13][O:14][c:15]1[cH:16][cH:17][c:18]([CH:21]=[CH:22][c:23]2[s:24][c:25]3[c:26]([n:27]2)[cH:28][cH:29][c:30]([O:32][CH3:33])[cH:31]3)[cH:19][cH:20]1>>[CH2:1]([CH2:2][CH2:3][CH3:4])[N:5]([CH2:6][CH2:7][CH2:8][CH3:9])[CH2:11][CH2:12][CH2:13][O:14][c:15]1[cH:16][cH:17][c:18]([CH:21]=[CH:22][c:23]2[s:24][c:25]3[c:26]([n:27]2)[cH:28][cH:29][c:30]([O:32][CH3:33])[cH:31]3)[cH:19][cH:20]1. Product: CCCCN(CCCC)CCCOc1ccc(C=Cc2nc3ccc(OC)cc3s2)cc1. Starting materials: CCCCNCCCC, COc1ccc2nc(C=Cc3ccc(OCCCCl)cc3)sc2c1. The reactants are ClC(Cl)Cl, N#CBr, CN(C)CCC1(c2ccccc2)COc2ccccc21. Product: CN(C#N)CCC1(c2ccccc2)COc2ccccc21. Reaction SMILES: [Cl:24][CH:25]([Cl:26])[Cl:27].[N:1]#[C:2][Br:3].[c:4]1([C:10]2([CH2:19][CH2:20][N:21]([CH3:22])[CH3:23])[CH2:11][O:12][c:13]3[c:14]2[cH:15][cH:16][cH:17][cH:18]3)[cH:5][cH:6][cH:7][cH:8][cH:9]1>>[N:1]#[C:2][N:21]([CH2:20][CH2:19][C:10]1([c:4]2[cH:5][cH:6][cH:7][cH:8][cH:9]2)[CH2:11][O:12][c:13]2[c:14]1[cH:15][cH:16][cH:17][cH:18]2)[CH3:22]. Reactants: Cl (HCl), [H-].[Na+] (Sodium hydride), CN1CC2=C(NC=3C=CC(=CC23)C)CC1 (2,8-dimethyl-2,3,4,5-tetrahydro-1H-pyrido[4,3-b]indole), Cl (HCl), ClCC(=O)N1CCCCC1 (2-chloro-1-(piperidin-1-yl)ethanone). Solvent: CCCCCC (hexane), C1CCOC1 (THF), C1CCOC1 (THF). Reaction conditions: time 0.5 hour. Yields the product CN1CC2=C(N(C=3C=CC(=CC23)C)CC(=O)N2CCCCC2)CC1 (2-(1,2,3,4-tetrahydro-2,8-dimethylpyrido[4,3-b]indol-5-yl)-1-(piperidin-1-yl)ethanone). Isolated yield 30.7%. RXN SMILES: Cl.[H-].[Na+].[CH3:4][N:5]1[CH2:18][CH2:17][C:8]2[NH:9][C:10]3[CH:11]=[CH:12][C:13]([CH3:16])=[CH:14][C:15]=3[C:7]=2[CH2:6]1.Cl[CH2:20][C:21]([N:23]1[CH2:28][CH2:27][CH2:26][CH2:25][CH2:24]1)=[O:22]>CCCCCC.C1COCC1>[CH3:4][N:5]1[CH2:18][CH2:17][C:8]2[N:9]([CH2:20][C:21]([N:23]3[CH2:28][CH2:27][CH2:26][CH2:25][CH2:24]3)=[O:22])[C:10]3[CH:11]=[CH:12][C:13]([CH3:16])=[CH:14][C:15]=3[C:7]=2[CH2:6]1 |f:1.2|. Reported procedure: 2-(2,8-dimethyl-3,4-dihydro-1H-pyrido[4,3-b]indol-5(2H)-yl)acetic acid (1.5 g, 5.8 mmol) was taken in dichloromethane (15 mL) and was cooled to 0° C. using an ice-bath; oxalyl chloride (0.61 mL, 6.9 mmol) was added drop-wise, catalytic amount (2 drop) of dimethyl formamide was added to the reaction mixture. After the addition, reaction mixture was stirred for 1 h at room temperature. Excess oxalyl chloride was distilled away under reduced pressure. To this residue, solution of Piperidine (0.68 m... Reactants: CC(=O)O, CC(C)(C)CC(NC(=O)C1CCCCC1)C(O)C(=O)NN, O=C1CCC(=O)O1. Product: CC(C)(C)CC(NC(=O)C1CCCCC1)C(O)C(=O)NN1C(=O)CCC1=O. RXN SMILES: [CH3:29][C:30](=[O:31])[OH:32].[CH:1]1([C:7](=[O:8])[NH:9][CH:10]([CH:11]([C:12](=[O:13])[NH:14][NH2:15])[OH:16])[CH2:17][C:18]([CH3:19])([CH3:20])[CH3:21])[CH2:2][CH2:3][CH2:4][CH2:5][CH2:6]1.[O:22]=[C:23]1[CH2:24][CH2:25][C:26](=[O:27])[O:28]1>>[CH:1]1([C:7](=[O:8])[NH:9][CH:10]([CH:11]([C:12](=[O:13])[NH:14][N:15]2[C:23](=[O:22])[CH2:24][CH2:25][C:26]2=[O:27])[OH:16])[CH2:17][C:18]([CH3:19])([CH3:20])[CH3:21])[CH2:2][CH2:3][CH2:4][CH2:5][CH2:6]1. Reactants: COCCOCOCCCCCO (5-(2-methoxyethoxy)methoxy-1-pentanol), C(Br)(Br)(Br)Br (carbon tetrabromide), C1(=CC=CC=C1)P(C1=CC=CC=C1)C1=CC=CC=C1 (triphenylphosphine). Solvent: C(Cl)Cl (methylene chloride). Run at time 1 hour. Yields the product BrCCCCCOCOCCOC (1-Bromo-5-(2-methoxyethoxy)methoxypentane). Isolated yield 90.1%. Reaction SMILES: C1(P(C2C=CC=CC=2)C2C=CC=CC=2)C=CC=CC=1.[CH3:20][O:21][CH2:22][CH2:23][O:24][CH2:25][O:26][CH2:27][CH2:28][CH2:29][CH2:30][CH2:31]O.C(Br)(Br)(Br)[Br:34]>C(Cl)Cl>[Br:34][CH2:31][CH2:30][CH2:29][CH2:28][CH2:27][O:26][CH2:25][O:24][CH2:23][CH2:22][O:21][CH3:20]. Reported procedure: 79.32 g of triphenylphosphine were added, whilst ice-cooling (at 5° to 8° C.), to a solution of 48.40 g of 5-(2-methoxyethoxy)methoxy-1-pentanol (prepared as described in Preparation 59) and 100.19 g of carbon tetrabromide dissolved in 500 ml of methylene chloride. The mixture was stirred at room temperature for 1 hour, after which the solvent was removed by evaporation under reduced pressure. Diethyl ether was then added to the resulting residue. The insoluble materials were filtered off, and t... Starting materials: COC1=CC=C2C(=C(NC2=C1)C1=CC=CC=C1)CC1=CC=CC(=N1)C(N)=NO (6-(6-methoxy-2-phenyl-1H-indol-3-ylmethyl)pyridine-2-carboxamidoxime), C(=O)(N1C=NC=C1)N1C=NC=C1 (1,1′-carbonyldiimidazole), C1CCC2=NCCCN2CC1 (1,8-diazabicyclo[5,4,0]-7-undecene), C(=O)(N1C=NC=C1)N1C=NC=C1 (1,1′-Carbonyldiimidazole), C1CCC2=NCCCN2CC1 (1,8-diazabicyclo[5,4,0]-7-undecene), Cl (hydrochloric acid). Run in O1CCCC1 (tetrahydrofuran). Run at time 3 hour. Yields the product COC1=CC=C2C(=C(NC2=C1)C1=CC=CC=C1)CC1=CC=CC(=N1)C1=NOC(N1)=O (3-[6-(6-Methoxy-2-phenyl-1H-indol-3-ylmethyl)pyridin-2-yl]-4,5-dihydro-1,2,4-oxadiazol-5-one). Yield: 86.1%. As a reaction SMILES: [CH3:1][O:2][C:3]1[CH:11]=[C:10]2[C:6]([C:7]([CH2:18][C:19]3[N:24]=[C:23]([C:25](=[N:27][OH:28])[NH2:26])[CH:22]=[CH:21][CH:20]=3)=[C:8]([C:12]3[CH:17]=[CH:16][CH:15]=[CH:14][CH:13]=3)[NH:9]2)=[CH:5][CH:4]=1.[C:29](N1C=CN=C1)(N1C=CN=C1)=[O:30].C1CCN2C(=NCCC2)CC1.Cl>O1CCCC1>[CH3:1][O:2][C:3]1[CH:11]=[C:10]2[C:6]([C:7]([CH2:18][C:19]3[N:24]=[C:23]([C:25]4[NH:26][C:29](=[O:30])[O:28][N:27]=4)[CH:22]=[CH:21][CH:20]=3)=[C:8]([C:12]3[CH:13]=[CH:14][CH:15]=[CH:16][CH:17]=3)[NH:9]2)=[CH:5][CH:4]=1. Procedure: Under an argon atmosphere, to a solution of 6-(6-methoxy-2-phenyl-1H-indol-3-ylmethyl)pyridine-2-carboxamidoxime (46.9 mg) in tetrahydrofuran (0.63 mL) were added 1,1′-carbonyldiimidazole (24.5 mg) and 1,8-diazabicyclo[5,4,0]-7-undecene (0.019 mL), and this mixture was stirred at room temperature for 3 hours. 1,1′-Carbonyldiimidazole (16.3 mg) was added thereto, followed by stirring for 80 minutes. Then, 1,8-diazabicyclo[5,4,0]-7-undecene (0.019 mL) was added thereto, followed by stirring for ad...